Dataset: the Open Reaction Database (ORD), a public repository of structured organic reaction records. Task: describe an organic reaction: reactants, conditions, products, and yield Reactants: CCO, FC(F)(F)c1ccc2c(Cl)ncnc2c1, Nc1ccccc1. The product is FC(F)(F)c1ccc2c(Nc3ccccc3)ncnc2c1. Reaction SMILES: [CH3:23][CH2:24][OH:25].[Cl:1][c:2]1[n:3][cH:4][n:5][c:6]2[cH:7][c:8]([C:12]([F:13])([F:14])[F:15])[cH:9][cH:10][c:11]12.[NH2:16][c:17]1[cH:18][cH:19][cH:20][cH:21][cH:22]1>>[c:2]1([NH:16][c:17]2[cH:18][cH:19][cH:20][cH:21][cH:22]2)[n:3][cH:4][n:5][c:6]2[cH:7][c:8]([C:12]([F:13])([F:14])[F:15])[cH:9][cH:10][c:11]12. Reactants: ClCC(=O)O (chloroacetic acid), N12CCCN=CC2CCCC1 (1,5-diaza-bicyclo[5,4,0]undec-5-ene), CS(=O)(=N)C (dimethyl sulphoximine), ClC1=C(OC=2C=CC(=C(C(=O)O)C2)[N+](=O)[O-])C=CC(=C1)C(F)(F)F (5-(o-chloro-p-trifluoromethyl-phenoxy)-2-nitrobenzoic acid). The solvent is C1(=CC=CC=C1)C (toluene). The product is ClC1=C(OC=2C=CC(=C(C(=O)OCC(=O)N=S(=O)(C)C)C2)[N+](=O)[O-])C=CC(=C1)C(F)(F)F (N-{[5-(o-chloro-p-trifluoromethyl-phenoxy)-2-nitrobenzoyloxy]acetyl}-S,S-dimethyl-sulphoximine). As a reaction SMILES: Cl[CH2:2][C:3](O)=[O:4].[CH3:6][S:7]([CH3:10])(=[NH:9])=[O:8].[Cl:11][C:12]1[CH:30]=[C:29]([C:31]([F:34])([F:33])[F:32])[CH:28]=[CH:27][C:13]=1[O:14][C:15]1[CH:16]=[CH:17][C:18]([N+:24]([O-:26])=[O:25])=[C:19]([CH:23]=1)[C:20]([OH:22])=[O:21].N12CCCCC1C=NCCC2>C1(C)C=CC=CC=1>[Cl:11][C:12]1[CH:30]=[C:29]([C:31]([F:32])([F:33])[F:34])[CH:28]=[CH:27][C:13]=1[O:14][C:15]1[CH:16]=[CH:17][C:18]([N+:24]([O-:26])=[O:25])=[C:19]([CH:23]=1)[C:20]([O:22][CH2:2][C:3]([N:9]=[S:7]([CH3:10])([CH3:6])=[O:8])=[O:4])=[O:21]. Procedure: from chloroacetic acid, dimethyl sulphoximine and 5-(o-chloro-p-trifluoromethyl-phenoxy)-2-nitrobenzoic acid using 1,5-diaza-bicyclo[5,4,0]undec-5-ene as the base and toluene as the solvent there is obtained N-{[5-(o-chloro-p-trifluoromethyl-phenoxy)-2-nitrobenzoyloxy]acetyl}-S,S-dimethyl-sulphoximine as a yellow resin; 1H-NMR (CDCl3): 8.23-6.92 (m, 6H), 4.87 (s,2H), 3.37 (s,6H); Reactants: CCCCCCCCCCCCN, O=C(O)c1ccc2c(c1)C(=O)OC2=O. The product is CCCCCCCCCCCCN, O=C(O)c1ccc2c(c1)C(=O)OC2=O. RXN SMILES: [CH2:15]([CH2:16][CH2:17][CH2:18][CH2:19][CH2:20][CH2:21][CH2:22][CH2:23][CH2:24][CH2:25][CH3:26])[NH2:27].[OH:1][C:2](=[O:3])[c:4]1[cH:5][cH:6][c:7]2[c:13]([cH:14]1)[C:11](=[O:12])[O:10][C:8]2=[O:9]>>[CH2:15]([CH2:16][CH2:17][CH2:18][CH2:19][CH2:20][CH2:21][CH2:22][CH2:23][CH2:24][CH2:25][CH3:26])[NH2:27].[O:1]=[C:2]([OH:3])[c:4]1[cH:5][cH:6][c:7]2[c:13]([cH:14]1)[C:11](=[O:12])[O:10][C:8]2=[O:9]. Reactants: C(C)OC(=O)N[C@@H](C(C)C)C(=O)O (N-ethoxycarbonyl-(L)-valine), C(CCl)Cl (EDC), C=1C=CC2=C(C1)N=NN2O (HOBT), TEA, S1C=NC=C1C1=CC=C(C=C1)CN(C[C@@H]([C@H](CC1=CC=CC=C1)NC([C@@H](NC(=O)OC)C(C)C)=O)O)N (1-[4-(thiazol-5-yl)-phenyl]-4(S)-hydroxy-2-amino-5(S)-N-(N-methoxycarbonyl-(L)-valyl)amino-6-phenyl-2-azahexane). The solvent is CN(C)C=O (DMF). Yields the product S1C=NC=C1C1=CC=C(C=C1)CN(C[C@@H]([C@H](CC1=CC=CC=C1)NC([C@@H](NC(=O)OC)C(C)C)=O)O)NC([C@@H](NC(=O)OCC)C(C)C)=O (1-[4-(Thiazol-5-yl)-phenyl]-4(S)-hydroxy-2-N-(N-ethoxycarbonyl-(L)-valyl)amino-5(S)-N-(N-methoxycarbonyl-(L)-valyl)amino-6-phenyl-2-azahexane). As a reaction SMILES: [CH2:1]([O:3][C:4]([NH:6][C@H:7]([C:11]([OH:13])=O)[CH:8]([CH3:10])[CH3:9])=[O:5])[CH3:2].C(Cl)CCl.C1C=CC2N(O)N=NC=2C=1.[S:28]1[C:32]([C:33]2[CH:38]=[CH:37][C:36]([CH2:39][N:40]([NH2:64])[CH2:41][C@H:42]([OH:63])[C@@H:43]([NH:51][C:52](=[O:62])[C@H:53]([CH:59]([CH3:61])[CH3:60])[NH:54][C:55]([O:57][CH3:58])=[O:56])[CH2:44][C:45]3[CH:50]=[CH:49][CH:48]=[CH:47][CH:46]=3)=[CH:35][CH:34]=2)=[CH:31][N:30]=[CH:29]1>CN(C=O)C>[S:28]1[C:32]([C:33]2[CH:34]=[CH:35][C:36]([CH2:39][N:40]([NH:64][C:11](=[O:13])[C@H:7]([CH:8]([CH3:9])[CH3:10])[NH:6][C:4]([O:3][CH2:1][CH3:2])=[O:5])[CH2:41][C@H:42]([OH:63])[C@@H:43]([NH:51][C:52](=[O:62])[C@H:53]([CH:59]([CH3:61])[CH3:60])[NH:54][C:55]([O:57][CH3:58])=[O:56])[CH2:44][C:45]3[CH:50]=[CH:49][CH:48]=[CH:47][CH:46]=3)=[CH:37][CH:38]=2)=[CH:31][N:30]=[CH:29]1. Procedure details: Analogously to Example 7, 213 mg (1.13 mmol) of N-ethoxycarbonyl-(L)-valine, 431 mg (2.25 mmol) of EDC and 304 mg (2.25 mmol) of HOBT in 18 ml of DMF and 627 μl (4.5 mmol) of TEA are reacted with 0.75 mmol of 1-[4-(thiazol-5-yl)-phenyl]-4(S)-hydroxy-2-amino-5(S)-N-(N-methoxycarbonyl-(L)-valyl)amino-6-phenyl-2-azahexane (Example 7b) to form the title compound: m.p: 243-244° C.; HPLC20-100 : tRet =14.0; FAB MS (M+H)+ =697. The reactants are BrC=1C(C2=CC(=CC=C2C1C1=CC(=CC(=C1)F)F)OCCCN1CCN(CC1)C(=O)OC(C)(C)C)=O (t-Butyl 4-(3-(2-bromo-3-(3,5-difluorophenyl)-1-oxo-1H-inden-6-yl oxy)propyl)piperazine-1-carboxylate), O1CCN(CC1)CCOC1=CC=C2C(=C(C(C2=C1)=O)Br)C1=CC=CC=C1 (6-(2-morpholino ethoxy)-2-bromo-3-phenyl-1H-inden-1-one), FC=1C=C(C=CC1OC)B(O)O (3-fluoro-4-methoxyphenylboronic acid). Product: FC=1C=C(C=CC1OC)C=1C(C2=CC(=CC=C2C1C1=CC(=CC(=C1)F)F)OCCCN1CCN(CC1)C(=O)OC(C)(C)C)=O (t-Butyl 4-(3-(2-(3-fluoro-4-methoxyphenyl)-3-(3,5-difluorophenyl)-1-oxo-1H-inden-6-yloxy)propyl)piperazine-1-carboxylate). RXN SMILES: Br[C:2]1[C:3](=[O:36])[C:4]2[C:9]([C:10]=1[C:11]1[CH:16]=[C:15]([F:17])[CH:14]=[C:13]([F:18])[CH:12]=1)=[CH:8][CH:7]=[C:6]([O:19][CH2:20][CH2:21][CH2:22][N:23]1[CH2:28][CH2:27][N:26]([C:29]([O:31][C:32]([CH3:35])([CH3:34])[CH3:33])=[O:30])[CH2:25][CH2:24]1)[CH:5]=2.O1CCN(CCOC2C=C3C(C(C4C=CC=CC=4)=C(Br)C3=O)=CC=2)CC1.[F:63][C:64]1[CH:65]=[C:66](B(O)O)[CH:67]=[CH:68][C:69]=1[O:70][CH3:71]>>[F:63][C:64]1[CH:65]=[C:66]([C:2]2[C:3](=[O:36])[C:4]3[C:9]([C:10]=2[C:11]2[CH:16]=[C:15]([F:17])[CH:14]=[C:13]([F:18])[CH:12]=2)=[CH:8][CH:7]=[C:6]([O:19][CH2:20][CH2:21][CH2:22][N:23]2[CH2:24][CH2:25][N:26]([C:29]([O:31][C:32]([CH3:34])([CH3:33])[CH3:35])=[O:30])[CH2:27][CH2:28]2)[CH:5]=3)[CH:67]=[CH:68][C:69]=1[O:70][CH3:71]. Reported procedure: The procedure of Step 7 of Example 1 was repeated except for using t-butyl 4-(3-(2-bromo-3-(3,5-difluorophenyl)-1-oxo-1H-inden-6-yloxy)propyl)piperazine-1-carboxylate obtained in Step 1 of Example 104 as a starting material instead of 6-(2-morpholino ethoxy)-2-bromo-3-phenyl-1H-inden-1-one, 3-fluoro-4-methoxyphenylboronic acid instead of 3-pyridinylboronic acid, and being purified by silica gel column chromatography (EtOAc/hexanes=1:1) to obtain the title compound. Product: CC(C)(C)[Si](C)(C)OCc1nc(Cl)c(C(=O)O)n1COCC[Si](C)(C)C. As a reaction SMILES: [C:35]([CH3:36])([CH3:37])([CH3:38])[OH:39].[CH2:41]1[O:42][CH2:43][CH2:44][CH2:45]1.[CH3:30][C:31](=[CH:32][CH3:33])[CH3:34].[Cl+:1]([O-:2])[O-:3].[Cl:5][c:6]1[n:7][c:8]([CH2:21][O:22][Si:23]([CH3:24])([CH3:25])[C:26]([CH3:27])([CH3:28])[CH3:29])[n:9]([CH2:13][O:14][CH2:15][CH2:16][Si:17]([CH3:18])([CH3:19])[CH3:20])[c:10]1[CH:11]=[O:12].[Na+:4].[OH2:40]>>[Cl:5][c:6]1[n:7][c:8]([CH2:21][O:22][Si:23]([CH3:24])([CH3:25])[C:26]([CH3:27])([CH3:28])[CH3:29])[n:9]([CH2:13][O:14][CH2:15][CH2:16][Si:17]([CH3:18])([CH3:19])[CH3:20])[c:10]1[C:11](=[O:12])[OH:39]. Reactants: CC(C)(C)O, C1CCOC1, CC=C(C)C, [O-][Cl+][O-], CC(C)(C)[Si](C)(C)OCc1nc(Cl)c(C=O)n1COCC[Si](C)(C)C, [Na+], O. Reactants: BrCC1CC1, Cc1cc(C)cc(Sc2[nH]c(=O)[nH]c(=O)c2C(C)C)c1. Yields the product Cc1cc(C)cc(Sc2c(C(C)C)c(=O)[nH]c(=O)n2CC2CC2)c1. RXN SMILES: [Br:21][CH2:22][CH:23]1[CH2:24][CH2:25]1.[CH:1]([CH3:2])([CH3:3])[c:4]1[c:5](=[O:20])[nH:6][c:7](=[O:19])[nH:8][c:9]1[S:10][c:11]1[cH:12][c:13]([CH3:18])[cH:14][c:15]([CH3:17])[cH:16]1>>[CH:1]([CH3:2])([CH3:3])[c:4]1[c:5](=[O:20])[nH:6][c:7](=[O:19])[n:8]([CH2:22][CH:23]2[CH2:24][CH2:25]2)[c:9]1[S:10][c:11]1[cH:12][c:13]([CH3:18])[cH:14][c:15]([CH3:17])[cH:16]1.